From a dataset of the Open Reaction Database (ORD), a public repository of structured organic reaction records. describe an organic reaction: reactants, conditions, products, and yield RXN SMILES: [Si:1]([O:8][C@H:9]1[CH2:13][N:12]([C:14]([O:16][C:17]([CH3:20])([CH3:19])[CH3:18])=[O:15])[C@H:11]([C:21](OC)=[O:22])[CH2:10]1)([C:4]([CH3:7])([CH3:6])[CH3:5])([CH3:3])[CH3:2].[H-].[Al+3].[Li+].[H-].[H-].[H-].O.[OH-].[Na+]>O1CCCC1>[Si:1]([O:8][C@H:9]1[CH2:13][N:12]([C:14]([O:16][C:17]([CH3:20])([CH3:19])[CH3:18])=[O:15])[C@H:11]([CH2:21][OH:22])[CH2:10]1)([C:4]([CH3:7])([CH3:6])[CH3:5])([CH3:3])[CH3:2] |f:1.2.3.4.5.6,8.9|. Procedure: To a solution of (2S,4R)-4-(tert-butyldimethylsilyloxy)-1-(tert-butoxycarbonyl)-2-methoxycarbonylpyrrolidine (56 g) in tetrahydrofuran (400 ml) was added slowly lithium aluminum hydride (6 g) at 0° C. After stirring for 30 minutes, to the reaction mixture were added dropwise water (6 ml), 4N-aqueous sodium hydroxide (6 ml) and water (18 ml). The precipitate was filtered off, and the solvent was removed in vacuo to give (2S,4R)-4-(tert-butyldimethylsilyloxy)-1-(tert-butoxycarbonyl)-2-hydroxymethy... The yield is 85.5%. The product is [Si](C)(C)(C(C)(C)C)O[C@@H]1C[C@H](N(C1)C(=O)OC(C)(C)C)CO ((2S,4R)-4-(tert-butyldimethylsilyloxy)-1-(tert-butoxycarbonyl)-2-hydroxymethylpyrrolidine). Solvent: O1CCCC1 (tetrahydrofuran). Conditions: time 30 minute. Reactants: O (water), [OH-].[Na+] (sodium hydroxide), O (water), [Si](C)(C)(C(C)(C)C)O[C@@H]1C[C@H](N(C1)C(=O)OC(C)(C)C)C(=O)OC ((2S,4R)-4-(tert-butyldimethylsilyloxy)-1-(tert-butoxycarbonyl)-2-methoxycarbonylpyrrolidine), [H-].[Al+3].[Li+].[H-].[H-].[H-] (lithium aluminum hydride). Starting materials: COC1=CC=C(CN2C(=CC=C2)/C=C/C(=O)OCC)C=C1 ((E)-ethyl 3-(1-(4-methoxybenzyl)-1H-pyrrol-2-yl)acrylate), [OH-].[Na+] (NaOH). Run in C(C)O (ethanol). Conditions: time 4 hour. Yields the product COC1=CC=C(CN2C(=CC=C2)/C=C/C(=O)O)C=C1 ((E)-3-(1-(4-methoxybenzyl)-1H-pyrrol-2-yl)acrylic acid). Isolated yield 59.0%. Reaction SMILES: [CH3:1][O:2][C:3]1[CH:21]=[CH:20][C:6]([CH2:7][N:8]2[CH:12]=[CH:11][CH:10]=[C:9]2/[CH:13]=[CH:14]/[C:15]([O:17]CC)=[O:16])=[CH:5][CH:4]=1.[OH-].[Na+]>C(O)C>[CH3:1][O:2][C:3]1[CH:21]=[CH:20][C:6]([CH2:7][N:8]2[CH:12]=[CH:11][CH:10]=[C:9]2/[CH:13]=[CH:14]/[C:15]([OH:17])=[O:16])=[CH:5][CH:4]=1 |f:1.2|. Procedure details: To a solution of crude (E)-ethyl 3-(1-(4-methoxybenzyl)-1H-pyrrol-2-yl)acrylate in ethanol (50 mL) was added NaOH (1 g in 5 mL of H2O). After stirring 4 hr at room temperature, the solution was concentrated and then diluted with H2O (100 mL) and washed with TBME (2×75 mL). The aqueous base layer was the acidified with 1N HCl and extracted with ethyl acetate (100 mL). Then organic layer was dried (MgSO4), filtered and then concentrated to provide 0.92 g (59% for 3 steps) of (E)-3-(1-(4-methoxyben... Starting materials: C(C)(C)(C)OC(=O)N1CC(C1)NC(=O)C=1C=C(C=CC1)C1NC2=CC=C(C=C2CC1(C)C)C(=O)OC (methyl 2-(3-(1-(tert-butoxycarbonyl)azetidin-3-ylcarbamoyl)phenyl)-3,3-dimethyl-1,2,3,4-tetrahydroquinoline-6-carboxylate), [OH-].[Na+] (sodium hydroxide). Run in CO (methanol). Yields the product C(C)(C)(C)OC(=O)N1CC(C1)NC(=O)C=1C=C(C=CC1)C1NC2=CC=C(C=C2CC1(C)C)C(=O)O (2-(3-(1-(Tert-butoxycarbonyl)azetidin-3-ylcarbamoyl)phenyl)-3,3-dimethyl-1,2,3,4-tetrahydroquinoline-6-carboxylic acid). Reaction SMILES: [C:1]([O:5][C:6]([N:8]1[CH2:11][CH:10]([NH:12][C:13]([C:15]2[CH:16]=[C:17]([CH:21]3[C:30]([CH3:32])([CH3:31])[CH2:29][C:28]4[C:23](=[CH:24][CH:25]=[C:26]([C:33]([O:35]C)=[O:34])[CH:27]=4)[NH:22]3)[CH:18]=[CH:19][CH:20]=2)=[O:14])[CH2:9]1)=[O:7])([CH3:4])([CH3:3])[CH3:2].[OH-].[Na+]>CO>[C:1]([O:5][C:6]([N:8]1[CH2:9][CH:10]([NH:12][C:13]([C:15]2[CH:16]=[C:17]([CH:21]3[C:30]([CH3:32])([CH3:31])[CH2:29][C:28]4[C:23](=[CH:24][CH:25]=[C:26]([C:33]([OH:35])=[O:34])[CH:27]=4)[NH:22]3)[CH:18]=[CH:19][CH:20]=2)=[O:14])[CH2:11]1)=[O:7])([CH3:4])([CH3:2])[CH3:3] |f:1.2|. Procedure: A mixture of methyl 2-(3-(1-(tert-butoxycarbonyl)azetidin-3-ylcarbamoyl)phenyl)-3,3-dimethyl-1,2,3,4-tetrahydroquinoline-6-carboxylate (234 mg, 0.44 mmol of theory) in methanol (6.8 mL) and 1 M sodium hydroxide aqueous solution (5.3 mL, 5.3 mmol, 12.0 eq.) was heated to reflux for 60 min, LC-MS showed the reaction was complete and only the desired product formed. The solvent was concentrate in vacuo and the residue was dissolved in water and acidified with 1 M hydrochloric acid solution to pH=6.... Reactants: ClC(C1=NN=C2N1C=C(C=C2)C2=CC=C(C=C2)OC(F)(F)F)(F)F (3-(Chloro-difluoro-methyl)-6-(4-trifluoromethoxy-phenyl)-[1,2,4]triazolo[4,3-a]pyridine), C1(=CC=CC=C1)C=1OC(=C(N1)CO)C(F)(F)F ((2-phenyl-5-(trifluoromethyl)oxazol-4-yl)methanol), [H-].[Na+] (NaH). Run in CN(C)C=O (DMF). Reaction conditions: time 10 minute. Product: FC(OCC=1N=C(OC1C(F)(F)F)C1=CC=CC=C1)(C1=NN=C2N1C=C(C=C2)C2=CC=C(C=C2)OC(F)(F)F)F (4-((difluoro(6-(4-(trifluoromethoxy)phenyl)-[1,2,4]triazolo[4,3-a]pyridin-3-yl)methoxy)methyl)-2-phenyl-5-(trifluoromethyl)oxazole). As a reaction SMILES: Cl[C:2]([F:24])([F:23])[C:3]1[N:7]2[CH:8]=[C:9]([C:12]3[CH:17]=[CH:16][C:15]([O:18][C:19]([F:22])([F:21])[F:20])=[CH:14][CH:13]=3)[CH:10]=[CH:11][C:6]2=[N:5][N:4]=1.[C:25]1([C:31]2[O:32][C:33]([C:38]([F:41])([F:40])[F:39])=[C:34]([CH2:36][OH:37])[N:35]=2)[CH:30]=[CH:29][CH:28]=[CH:27][CH:26]=1.[H-].[Na+]>CN(C=O)C>[F:23][C:2]([F:24])([C:3]1[N:7]2[CH:8]=[C:9]([C:12]3[CH:17]=[CH:16][C:15]([O:18][C:19]([F:22])([F:21])[F:20])=[CH:14][CH:13]=3)[CH:10]=[CH:11][C:6]2=[N:5][N:4]=1)[O:37][CH2:36][C:34]1[N:35]=[C:31]([C:25]2[CH:30]=[CH:29][CH:28]=[CH:27][CH:26]=2)[O:32][C:33]=1[C:38]([F:41])([F:40])[F:39] |f:2.3|. Reported procedure: In a 5 mL microwave vial under a nitrogen atmosphere 3-(Chloro-difluoro-methyl)-6-(4-trifluoromethoxy-phenyl)-[1,2,4]triazolo[4,3-a]pyridine (100 mg, 0.275 mmol), (2-phenyl-5-(trifluoromethyl)oxazol-4-yl)methanol (107 mg, 0.440 mmol), and NaH (39 mg, 0.96 mmol) in DMF (3 ml) were combined and stirred for 10 minutes. The reaction mixture was quenched with 1M HCl and concentrated before being purified the product, 4-((difluoro(6-(4-(trifluoromethoxy)phenyl)-[1,2,4]triazolo[4,3-a]pyridin-3-yl)metho... As a reaction SMILES: Cl[C:2]1[CH:7]=[C:6]([O:8][CH:9]([C:14]2[CH:19]=[CH:18][C:17]([C:20]3C=[CH:24][N:23]=[CH:22][CH:21]=3)=[CH:16][CH:15]=2)[C:10]([F:13])([F:12])[F:11])[N:5]=[C:4]([NH2:26])[N:3]=1.B([C:30]1[CH:41]=[CH:40][C:33]([CH2:34][C@@H:35]([C:37]([OH:39])=[O:38])[NH2:36])=[CH:32][CH:31]=1)(O)O.C(#[N:44])C.C(=O)([O-])[O-].[Na+].[Na+]>Cl[Pd](Cl)([P](C1C=CC=CC=1)(C1C=CC=CC=1)C1C=CC=CC=1)[P](C1C=CC=CC=1)(C1C=CC=CC=1)C1C=CC=CC=1.O>[NH2:36][C@@H:35]([CH2:34][C:33]1[CH:40]=[CH:41][C:30]([C:2]2[CH:7]=[C:6]([O:8][CH:9]([C:14]3[CH:19]=[CH:18][C:17]([C:20]4[CH:21]=[CH:22][N:23]=[CH:24][N:44]=4)=[CH:16][CH:15]=3)[C:10]([F:12])([F:13])[F:11])[N:5]=[C:4]([NH2:26])[N:3]=2)=[CH:31][CH:32]=1)[C:37]([OH:39])=[O:38] |f:3.4.5,^1:53,72|. Solvent: O (water). The product is N[C@H](C(=O)O)CC1=CC=C(C=C1)C1=NC(=NC(=C1)OC(C(F)(F)F)C1=CC=C(C=C1)C1=NC=NC=C1)N ((S)-2-Amino-3-(4-{2-amino-6-[2,2,2-trifluro-1-(4-pyrimidin-4-yl-phenyl)-ethoxy]-pyrimidin-4-yl}-phenyl)-propionic acid). The reactants are C([O-])([O-])=O.[Na+].[Na+] (sodium carbonate), ClC1=NC(=NC(=C1)OC(C(F)(F)F)C1=CC=C(C=C1)C1=CC=NC=C1)N (4-chloro-6-[2,2,2-trifluoro-1-(4-pyridin-4-yl-phenyl)-ethoxy]-pyrimidin-2-ylamine), B(O)(O)C1=CC=C(C[C@H](N)C(=O)O)C=C1 (4-borono-L-phenylalanine), C(C)#N (actonitrile). Conditions: temperature 150 celsius. Reagents/catalysts: Cl[Pd]([P](C1=CC=CC=C1)(C2=CC=CC=C2)C3=CC=CC=C3)([P](C4=CC=CC=C4)(C5=CC=CC=C5)C6=CC=CC=C6)Cl (dichlorobis-(triphenylphosphine)-palladium(II)). Procedure: In a microwave vial, 4-chloro-6-[2,2,2-trifluoro-1-(4-pyridin-4-yl-phenyl)-ethoxy]-pyrimidin-2-ylamine (30 mg, 0.080 mmol), 4-borono-L-phenylalanine (21 mg, 0.098 mmol) and 1 ml of actonitrile, and 0.7 ml of water were mixed together. Then, 0.3 ml of 1N aqueous sodium carbonate was added to mixture, followed by 5 mole percent of dichlorobis-(triphenylphosphine)-palladium(II). The reaction vessel was sealed and heated at 150° C. for 5 minutes with microwave irradiation. After cooling, the reactio... Conditions: temperature 100 celsius, time 1 hour. Solvent: O (water). Yields the product COC=1C=CC2=C(CCCCC2=O)C1 (2-methoxy-6,7,8,9-tetrahydro-5H-benzo[7]annulen-5-one). The yield is 83.2%. Reported procedure: A mixture of phosphorus(V) oxide (10 g) and methanesulfonic acid (70 mL) was stirred at 100° C. for 1 hr. The obtained solution and 5-(3-methoxyphenyl)pentanoic acid (5.28 g, 25.4 mmol) were mixed and the mixture was stirred for 1 hr. The reaction mixture was poured into iced water and extracted with ethyl acetate. The extract was washed with saturated brine, dried over anhydrous magnesium sulfate and concentrated under reduced pressure. The residue was purified by silica gel column chromatograp... As a reaction SMILES: [P+3]=O.CS(O)(=O)=O.[CH3:8][O:9][C:10]1[CH:11]=[C:12]([CH2:16][CH2:17][CH2:18][CH2:19][C:20]([OH:22])=O)[CH:13]=[CH:14][CH:15]=1>O>[CH3:8][O:9][C:10]1[CH:15]=[CH:14][C:13]2[C:20](=[O:22])[CH2:19][CH2:18][CH2:17][CH2:16][C:12]=2[CH:11]=1. The reactants are [P+3]=O (phosphorus(V) oxide), CS(=O)(=O)O (methanesulfonic acid), COC=1C=C(C=CC1)CCCCC(=O)O (5-(3-methoxyphenyl)pentanoic acid). The reactants are COC1=CC=C(C=C1)B(O)O (4-methoxybenzene boronic acid), BrC=1C=CC(=C(C1)NC(COCC(=O)NC1=C(C(=O)O)C=C(C=C1)Cl)=O)C (2-[((2-[(5-bromo-2-methylphenyl)amino]-2-oxoethoxy)acetyl)amino]-5-chlorobenzoic acid), methyl ester. Yields the product ClC=1C=CC(=C(C(=O)O)C1)NC(COCC(=O)NC=1C=C(C=CC1C)C1=CC=C(C=C1)OC)=O (5-chloro-2-[((2-[(4′-methoxy-4-methylbiphenyl-3-yl)amino]-2-oxoethoxy)acetyl)amino]benzoic acid). Procedure details: Using the same method as in Example 19-(ii), 4-methoxybenzene boronic acid was reacted with the 2-[((2-[(5-bromo-2-methylphenyl)amino]-2-oxoethoxy)acetyl)amino]-5-chlorobenzoic acid.methyl ester obtained in Example 38-(i) to give 5-chloro-2-[((2-[(4′-methoxy-4-methylbiphenyl-3-yl)amino]-2-oxoethoxy)acetyl)amino]benzoic acid.methyl ester (yield: 84%). Reaction SMILES: [CH3:1][O:2][C:3]1[CH:8]=[CH:7][C:6](B(O)O)=[CH:5][CH:4]=1.Br[C:13]1[CH:14]=[CH:15][C:16]([CH3:38])=[C:17]([NH:19][C:20](=[O:37])[CH2:21][O:22][CH2:23][C:24]([NH:26][C:27]2[CH:35]=[CH:34][C:33]([Cl:36])=[CH:32][C:28]=2[C:29]([OH:31])=[O:30])=[O:25])[CH:18]=1>>[Cl:36][C:33]1[CH:34]=[CH:35][C:27]([NH:26][C:24](=[O:25])[CH2:23][O:22][CH2:21][C:20]([NH:19][C:17]2[CH:18]=[C:13]([C:6]3[CH:7]=[CH:8][C:3]([O:2][CH3:1])=[CH:4][CH:5]=3)[CH:14]=[CH:15][C:16]=2[CH3:38])=[O:37])=[C:28]([CH:32]=1)[C:29]([OH:31])=[O:30]. Starting materials: COc1cccc(CO)c1, CC(C)(C)OC(=O)c1ncn2c1C1CCN1C(=O)c1c(Cl)cccc1-2. Yields the product COc1cccc(COC(=O)c2ncn3c2C2CCN2C(=O)c2c(Cl)cccc2-3)c1. Reaction SMILES: [CH3:26][O:27][c:28]1[cH:29][c:30]([CH2:31][OH:32])[cH:33][cH:34][cH:35]1.[Cl:1][c:2]1[cH:3][cH:4][cH:5][c:6]2[c:7]1[C:8](=[O:25])[N:9]1[CH:10]([c:11]3[n:12]-2[cH:13][n:14][c:15]3[C:16](=[O:17])[O:18][C:19]([CH3:20])([CH3:21])[CH3:22])[CH2:23][CH2:24]1>>[Cl:1][c:2]1[cH:3][cH:4][cH:5][c:6]2[c:7]1[C:8](=[O:25])[N:9]1[CH:10]([c:11]3[n:12]-2[cH:13][n:14][c:15]3[C:16](=[O:17])[O:18][CH2:31][c:30]2[cH:29][c:28]([O:27][CH3:26])[cH:35][cH:34][cH:33]2)[CH2:23][CH2:24]1. The reactants are COC=1C=C2C=C3C(=NC2=CC1OCC)N=C(NC3=O)C(=O)OCC (Ethyl 7-methoxy-8-ethoxypyrimido[4,5-b]quinoline-4(3H)-one-2-carboxylate), COC=1C=C(C=O)C(=CC1OCC)[N+](=O)[O-] (3-methoxy-4-ethoxy-6-nitrobenzaldehyde). Product: COC=1C=C2C=C3C(=NC2=CC1OC)N=C(NC3=O)C(=O)O (7,8-Dimethoxypyrimido[4,5-b]Quinolin-4(3H)-One-2-Carboxylic Acid). RXN SMILES: [CH3:1][O:2][C:3]1[CH:4]=[C:5]2[C:10](=[CH:11][C:12]=1[O:13][CH2:14]C)[N:9]=[C:8]1[N:16]=[C:17]([C:21]([O:23]CC)=[O:22])[NH:18][C:19](=[O:20])[C:7]1=[CH:6]2.COC1C=C(C([N+]([O-])=O)=CC=1OCC)C=O>>[CH3:1][O:2][C:3]1[CH:4]=[C:5]2[C:10](=[CH:11][C:12]=1[O:13][CH3:14])[N:9]=[C:8]1[N:16]=[C:17]([C:21]([OH:23])=[O:22])[NH:18][C:19](=[O:20])[C:7]1=[CH:6]2. Reported procedure: Ethyl 7-methoxy-8-ethoxypyrimido[4,5-b]quinoline-4(3H)-one-2-carboxylate is similarly prepared according to procedures A-C, beginning with 3-methoxy-4-ethoxy-6-nitrobenzaldehyde. It melts at 264°-265° C. (dec.)